Task: describe an organic reaction: reactants, conditions, products, and yield. Dataset: the Open Reaction Database (ORD), a public repository of structured organic reaction records The reactants are BrC=1C(=NC=C(C1)Cl)/N=C/N(C)C ((E)-N′-(3-Bromo-5-chloropyridin-2-yl)-N,N-dimethylformimidamide), Cl.NO (hydroxylamine hydrochloride). Solvent: CO (MeOH). Run at temperature 100 celsius, time 0.5 hour. The product is BrC=1C(=NC=C(C1)Cl)/N=C/NO ((E)-N′-(3-bromo-5-chloropyridin-2-yl)-N-hydroxyformimidamide). The yield is 79.8%. Reaction SMILES: [Br:1][C:2]1[C:3](/[N:9]=[CH:10]/[N:11](C)C)=[N:4][CH:5]=[C:6]([Cl:8])[CH:7]=1.Cl.N[OH:16]>CO>[Br:1][C:2]1[C:3](/[N:9]=[CH:10]/[NH:11][OH:16])=[N:4][CH:5]=[C:6]([Cl:8])[CH:7]=1 |f:1.2|. Reported procedure: A mixture of 108a (2 g, 10 mmol) and hydroxylamine hydrochloride (1.4 g, 20 mmol) in MeOH (10 mL) was stirred at 100° C. for 0.5 h. The mixture was extracted with Ethyl acetate (20 mL×4) and the combined organic phase was washed with water. It was then concentrated under reduced pressure to afford 108b (2 g, 80%), which was used for next step without further purification. LCMS: [M+H]+ 250.